The task is: describe an organic reaction: reactants, conditions, products, and yield. This data is from the Open Reaction Database (ORD), a public repository of structured organic reaction records. The reactants are COC1=NC=C(C=C1N)C#CC=1C(=NC=NC1N1CCOCC1)C (2-Methoxy-5-(4-methyl-6-morpholin-4-yl-pyrimidin-5-ylethynyl)-pyridin-3-ylamine), CN1N=CC=C1S(=O)(=O)Cl (1-methyl-1H-pyrazole-5-sulfonyl chloride), N1=CC=CC=C1 (pyridine), O (Water). Solvent: C(Cl)Cl (DCM). Product: COC1=NC=C(C=C1NS(=O)(=O)C=1N(N=CC1)C)C#CC=1C(=NC=NC1N1CCOCC1)C (N-[2-methoxy-5-[2-(4-methyl-6-morpholin-4-ylpyrimidin-5-yl)ethynyl]pyridin-3-yl]-2-methylpyrazole-3-sulfonamide). Reaction SMILES: [CH3:1][O:2][C:3]1[C:8]([NH2:9])=[CH:7][C:6]([C:10]#[C:11][C:12]2[C:13]([CH3:24])=[N:14][CH:15]=[N:16][C:17]=2[N:18]2[CH2:23][CH2:22][O:21][CH2:20][CH2:19]2)=[CH:5][N:4]=1.[CH3:25][N:26]1[C:30]([S:31](Cl)(=[O:33])=[O:32])=[CH:29][CH:28]=[N:27]1.N1C=CC=CC=1.O>C(Cl)Cl>[CH3:1][O:2][C:3]1[C:8]([NH:9][S:31]([C:30]2[N:26]([CH3:25])[N:27]=[CH:28][CH:29]=2)(=[O:33])=[O:32])=[CH:7][C:6]([C:10]#[C:11][C:12]2[C:13]([CH3:24])=[N:14][CH:15]=[N:16][C:17]=2[N:18]2[CH2:19][CH2:20][O:21][CH2:22][CH2:23]2)=[CH:5][N:4]=1. Procedure details: To 100 mg (0.31 mmol) 2-Methoxy-5-(4-methyl-6-morpholin-4-yl-pyrimidin-5-ylethynyl)-pyridin-3-ylamine (E-9) in 5 mL DCM is added 111 mg (0.61 mmol) 1-methyl-1H-pyrazole-5-sulfonyl chloride and 72 μL (0.97 mmol) pyridine and the reaction mixture is stirred over night at RT. Water (2 mL) is added, the mixture is shaken for five minutes, the aqueous phase is separated and is extracted three times with 4 mL DCM. The combined organic phases are dried over MgSO4 and concentrated under reduced pressure... The reactants are O=C([O-])[O-], CN(C)C=O, O=[N+]([O-])c1ccc(Cl)nc1, COC(=O)c1cc(Cl)ccc1O, [K+], [K+], O. Product: COC(=O)c1cc(Cl)ccc1Oc1ccc([N+](=O)[O-])cn1. Reaction SMILES: [C:23](=[O:24])([O-:25])[O-:26].[CH3:30][N:31]([CH3:32])[CH:33]=[O:34].[Cl:13][c:14]1[n:15][cH:16][c:17]([N+:20](=[O:21])[O-:22])[cH:18][cH:19]1.[Cl:1][c:2]1[cH:3][cH:4][c:5]([OH:12])[c:6]([C:7](=[O:8])[O:9][CH3:10])[cH:11]1.[K+:27].[K+:28].[OH2:29]>>[Cl:1][c:2]1[cH:3][cH:4][c:5]([O:12][c:14]2[n:15][cH:16][c:17]([N+:20](=[O:21])[O-:22])[cH:18][cH:19]2)[c:6]([C:7](=[O:8])[O:9][CH3:10])[cH:11]1. The reactants are [N+](=O)([O-])C1=CC=C(CBr)C=C1 (p-Nitrobenzylbromide), C1(=CC=CC=C1)P(C1=CC=CC=C1)C1=CC=CC=C1 (triphenylphosphine). Run in C1=CC=CC=C1 (benzene). Product: [Br-].[N+](=O)([O-])C1=CC=C(C[PH3+])C=C1 (p-Nitrobenzyl phosphonium bromide). Isolated yield 161.3%. As a reaction SMILES: [N+:1]([C:4]1[CH:11]=[CH:10][C:7]([CH2:8][Br:9])=[CH:6][CH:5]=1)([O-:3])=[O:2].C1([P:18](C2C=CC=CC=2)C2C=CC=CC=2)C=CC=CC=1>C1C=CC=CC=1>[Br-:9].[N+:1]([C:4]1[CH:11]=[CH:10][C:7]([CH2:8][PH3+:18])=[CH:6][CH:5]=1)([O-:3])=[O:2] |f:3.4|. Procedure: p-Nitrobenzylbromide (54.0 g, 0.25 mol) and triphenylphosphine (65.6 g, 0.25 mol) were dissolved in 150 mL of dry benzene in a flask equipped with a drying tube. The solution was heated on a steam bath with swirling until a majority of product had precipitated (5 min), and then was allowed to cool to near ambient temperature with occasional agitation. Filtration of the precipitate and washing with 3×200 mL anhydrous ether yielded 100.8 g of the desired product as an off-white powder. The filtrat... Starting materials: Cl (HCl), COC1=C(C2=CC=CC=C2C=C1)C=O (2-methoxy-1-naphthaldehyde), [N+](=O)([O-])C (nitromethane), [OH-].[Na+] (NaOH). The solvent is CO (methanol). Product: COC1=C(C2=CC=CC=C2C=C1)C=C[N+](=O)[O-] (1-(2-methoxynaphth-1-yl)-2-nitroethene). The yield is 80.0%. RXN SMILES: [CH3:1][O:2][C:3]1[CH:12]=[CH:11][C:10]2[C:5](=[CH:6][CH:7]=[CH:8][CH:9]=2)[C:4]=1[CH:13]=O.[N+:15]([CH3:18])([O-:17])=[O:16].[OH-].[Na+].Cl>CO>[CH3:1][O:2][C:3]1[CH:12]=[CH:11][C:10]2[C:5](=[CH:6][CH:7]=[CH:8][CH:9]=2)[C:4]=1[CH:13]=[CH:18][N+:15]([O-:17])=[O:16] |f:2.3|. Procedure: A mixture of 2-methoxy-1-naphthaldehyde (1862 mg, 10 mmol) and nitromethane (610 mg, 10 mmol) in methanol (200 ml) is stirred at room temperature until the solids dissolved. The solution is cooled to about 0° C. and a 30% NaOH solution (2 ml, 20 mmol) is added dropwise over 30 min. The resulting solution is added slowly at 60° C. to a 35% HCl solution (200 ml). The amorphous solid that formed is filtered and washed with water. The crude product is recrystallized from ethanol to give pure title c... Reactants: FC(F)(F)Oc1ccc(Br)cc1, [Li]CCCC, C1CCOC1, CON(C)C(=O)C1CCN(Cc2ccccc2)CC1, [Cl-], [NH4+]. The product is O=C(c1ccc(OC(F)(F)F)cc1)C1CCN(Cc2ccccc2)CC1. Reaction SMILES: [Br:1][c:2]1[cH:3][cH:4][c:5]([O:8][C:9]([F:10])([F:11])[F:12])[cH:6][cH:7]1.[CH2:13]([Li:14])[CH2:15][CH2:16][CH3:17].[CH2:39]1[O:40][CH2:41][CH2:42][CH2:43]1.[CH3:18][N:19]([C:20](=[O:21])[CH:22]1[CH2:23][CH2:24][N:25]([CH2:28][c:29]2[cH:30][cH:31][cH:32][cH:33][cH:34]2)[CH2:26][CH2:27]1)[O:35][CH3:36].[Cl-:37].[NH4+:38]>>[c:2]1([C:20](=[O:21])[CH:22]2[CH2:23][CH2:24][N:25]([CH2:28][c:29]3[cH:30][cH:31][cH:32][cH:33][cH:34]3)[CH2:26][CH2:27]2)[cH:3][cH:4][c:5]([O:8][C:9]([F:10])([F:11])[F:12])[cH:6][cH:7]1. Starting materials: CS(=O)(=O)Nc1ccc2c(c1)CC1NCCCC21, O=C(O)c1ccc2[nH]cnc2c1. The product is CS(=O)(=O)Nc1ccc2c(c1)CC1C2CCCN1C(=O)c1ccc2[nH]cnc2c1. As a reaction SMILES: [NH:13]1[CH:14]2[CH:15]([CH2:16][CH2:17][CH2:18]1)[c:19]1[cH:20][cH:21][c:22]([NH:26][S:27](=[O:28])(=[O:29])[CH3:30])[cH:23][c:24]1[CH2:25]2.[nH:1]1[cH:2][n:3][c:4]2[c:5]1[cH:6][cH:7][c:8]([C:10](=[O:11])[OH:12])[cH:9]2>>[nH:1]1[cH:2][n:3][c:4]2[c:5]1[cH:6][cH:7][c:8]([C:10](=[O:12])[N:13]1[CH:14]3[CH:15]([CH2:16][CH2:17][CH2:18]1)[c:19]1[cH:20][cH:21][c:22]([NH:26][S:27](=[O:28])(=[O:29])[CH3:30])[cH:23][c:24]1[CH2:25]3)[cH:9]2. Reactants: DNA, N[C@@H](CC1=CNC=N1)C(=O)O (histidine), N1=CN=C2N=CNC2=C1N (adenine). The product is N[C@@H](CCCCN)C(=O)O (lysine). Reaction SMILES: [NH2:1][C@H:2]([C:9]([OH:11])=[O:10])[CH2:3][C:4]1N=CN[CH:5]=1.[N:12]1C(N)=C2C(N=CN2)=N[CH:13]=1>>[NH2:1][C@H:2]([C:9]([OH:11])=[O:10])[CH2:3][CH2:4][CH2:5][CH2:13][NH2:12]. Procedure: An ADE2 fragment and a LYS2 fragment were also prepared under similar reaction conditions using A451 genomic DNA as a template and ADE-1 (5′ ATG GAT TCT AGA ACA GTT GGT 3′ (SEQ ID NO: 127)) and ADE-2 (5′ TTA CTT GTT TTC TAG ATA AGC 3′ (SEQ ID NO: 128)) or LYS-1 (5′ ATG ACT AAC GAA AAG GTC TGG 3′ (SEQ ID NO: 129)) and LYS-2 (5′ TTA AGC TGC TGC GGA GCT TCC 3′ (SEQ ID NO: 130)) as primer DNAs. The resultant HIS3 fragment and ADE2 fragment were introduced into pRS435GGF/YH1 successively to thereby o...